From a dataset of the Open Reaction Database (ORD), a public repository of structured organic reaction records. describe an organic reaction: reactants, conditions, products, and yield Starting materials: CC1CN(Cc2ccccc2)C(C)CN1, N#Cc1ccc(F)cc1C(F)(F)F, c1ccncc1. Product: CC1CN(c2ccc(C#N)c(C(F)(F)F)c2)C(C)CN1Cc1ccccc1. Reaction SMILES: [CH2:1]([c:2]1[cH:3][cH:4][cH:5][cH:6][cH:7]1)[N:8]1[CH:9]([CH3:15])[CH2:10][NH:11][CH:12]([CH3:14])[CH2:13]1.[F:16][c:17]1[cH:18][c:19]([C:25]([F:26])([F:27])[F:28])[c:20]([C:21]#[N:22])[cH:23][cH:24]1.[cH:29]1[cH:30][cH:31][n:32][cH:33][cH:34]1>>[CH2:1]([c:2]1[cH:3][cH:4][cH:5][cH:6][cH:7]1)[N:8]1[CH:9]([CH3:15])[CH2:10][N:11]([c:17]2[cH:18][c:19]([C:25]([F:26])([F:27])[F:28])[c:20]([C:21]#[N:22])[cH:23][cH:24]2)[CH:12]([CH3:14])[CH2:13]1. The reactants are BrC=1C(NC=C(C1)C(F)(F)F)=O (3-Bromo-5-trifluoromethyl-2(1H)-pyridone), C(C1=CC=CC=C1)Br (benzyl bromide). The reagents and catalysts are C([O-])([O-])=O.[Ag+2] (silver carbonate). Run in CCCCCC (hexane). Reaction conditions: time 18 hour. Product: C(C1=CC=CC=C1)OC1=NC=C(C=C1Br)C(F)(F)F (2-Benzyloxy-3-bromo-5-trifluoromethylpyridine). The yield is 91.3%. Reaction SMILES: [Br:1][C:2]1[C:3](=[O:12])[NH:4][CH:5]=[C:6]([C:8]([F:11])([F:10])[F:9])[CH:7]=1.[CH2:13](Br)[C:14]1[CH:19]=[CH:18][CH:17]=[CH:16][CH:15]=1>CCCCCC.C(=O)([O-])[O-].[Ag+2]>[CH2:13]([O:12][C:3]1[C:2]([Br:1])=[CH:7][C:6]([C:8]([F:11])([F:10])[F:9])=[CH:5][N:4]=1)[C:14]1[CH:19]=[CH:18][CH:17]=[CH:16][CH:15]=1 |f:3.4|. Procedure details: 3-Bromo-5-trifluoromethyl-2(1H)-pyridone (6.09 g, 25.2 mmol) and silver carbonate (7.18 g, 26.0 mmol) were suspended in hexane (200 mL) and treated with benzyl bromide (6 mL, 50.3 mmol). The mixture was stirred for 18 hrs, then filtered. The filtrate was concentrated and the residue purified by silica chromatography to give the product as a white solid (7.65 g, 23 mmol, 91% yield). The reactants are C1(CCCCC1)Br (cyclohexyl bromide), NC1=C(C#N)C=CC=C1 (2-aminobenzonitrile), [Mg] (magnesium), [I-] (iodide), [OH-].[Na+] (sodium hydroxide), [I-] (iodide), Cl (hydrochloric acid). Solvent: C(C)OCC (ethyl ether), O1CCCC1 (tetrahydrofuran), C(C)OCC (ethyl ether). Yields the product C1(CCCCC1)C(=O)C1=C(N)C=CC=C1 (2-cyclohexylcarbonylaniline). Reaction SMILES: [Mg].[I-].[CH:3]1(Br)[CH2:8][CH2:7][CH2:6][CH2:5][CH2:4]1.[NH2:10][C:11]1[CH:18]=[CH:17][CH:16]=[CH:15][C:12]=1[C:13]#N.Cl.[OH-:20].[Na+]>O1CCCC1.C(OCC)C>[CH:3]1([C:13]([C:12]2[CH:15]=[CH:16][CH:17]=[CH:18][C:11]=2[NH2:10])=[O:20])[CH2:8][CH2:7][CH2:6][CH2:5][CH2:4]1 |f:5.6|. Procedure: 3.1 g of magnesium turnings, 10 ml of ethyl ether and several pieces of iodide were placed in a flask under a nitrogen gas, and the mixture was refluxed to fade out the color caused by iodide. 90 ml of an ethyl ether solution containing 20 g of cyclohexyl bromide was added dropwise over a 30-minute period under reflux with stirring. The temperature of the reaction solution was returned to room temperature, 40 ml of a tetrahydrofuran solution containing 4.8 g of 2-aminobenzonitrile was added drop... Starting materials: [H-].[H-].[H-].[H-].[Li+].[Al+3] (LAH), C(C)(C)(C)OC(N(C)C[C@@H]1CC[C@H](CC1)C(N(C)OC)=O)=O (trans-[4-(Methoxy-methyl-carbamoyl)-cyclohexylmethyl]-methyl-carbamic acid tert-butyl ester), MgSO4.7H2O, OS(=O)(=O)[O-].[K+] (KHSO4). The solvent is C1CCOC1 (THF), C1CCOC1 (THF). Reaction conditions: temperature 0 celsius, time 20 minute. The product is 90.4, C(C)(C)(C)OC(N(C)C[C@@H]1CC[C@H](CC1)C=O)=O (trans-(4-Formyl-cyclohexylmethyl)-methyl-carbamic acid tert-butyl ester). Reaction SMILES: [H-].[H-].[H-].[H-].[Li+].[Al+3].[C:7]([O:11][C:12](=[O:28])[N:13]([CH2:15][C@H:16]1[CH2:21][CH2:20][C@H:19]([C:22](=[O:27])N(OC)C)[CH2:18][CH2:17]1)[CH3:14])([CH3:10])([CH3:9])[CH3:8].OS([O-])(=O)=O.[K+]>C1COCC1>[C:7]([O:11][C:12](=[O:28])[N:13]([CH2:15][C@H:16]1[CH2:21][CH2:20][C@H:19]([CH:22]=[O:27])[CH2:18][CH2:17]1)[CH3:14])([CH3:8])([CH3:10])[CH3:9] |f:0.1.2.3.4.5,7.8|. Reported procedure: A solution of 12.25 g (313.11 mmol) LAH in 1.3 l THF was cooled (−50° C.) and treated during 30 min with a solution of 89.5 g (284.64 mmol) of trans-[4-(Methoxy-methyl-carbamoyl)-cyclohexylmethyl]-methyl-carbamic acid tert-butyl ester in 1.3 l THF. After 20 min at this temperature, the reaction was warmed up to 0° C., cooled (−78° C.) and hydrolyzed with a suspension of 90 g MgSO4.7H2O, 90 g silicagel in 292 ml aqueous 10% KHSO4. The cooling bath was removed, THF was added, the mixture was stirr... Reactants: N1=C(C=CC=C1)C(=O)O (picolinic acid), NC1=NC=CC=C1C1=CC=C(C=C1)O (4-(2-aminopyridin-3-yl)phenol), P(=O)([O-])([O-])[O-].[K+].[K+].[K+] (tripotassium phosphate), FC1=CC(=C(C=C1)I)C (4-fluoro-1-iodo-2-methylbenzene). As a reaction SMILES: N1C=CC=CC=1C(O)=O.[NH2:10][C:11]1[C:16]([C:17]2[CH:22]=[CH:21][C:20]([OH:23])=[CH:19][CH:18]=2)=[CH:15][CH:14]=[CH:13][N:12]=1.P([O-])([O-])([O-])=O.[K+].[K+].[K+].[F:32][C:33]1[CH:38]=[CH:37][C:36](I)=[C:35]([CH3:40])[CH:34]=1>[Cu]I.CS(C)=O>[F:32][C:33]1[CH:38]=[CH:37][C:36]([O:23][C:20]2[CH:21]=[CH:22][C:17]([C:16]3[C:11]([NH2:10])=[N:12][CH:13]=[CH:14][CH:15]=3)=[CH:18][CH:19]=2)=[C:35]([CH3:40])[CH:34]=1 |f:2.3.4.5|. Product: FC1=CC(=C(OC2=CC=C(C=C2)C=2C(=NC=CC2)N)C=C1)C (3-(4-(4-fluoro-2-methylphenoxy)phenyl)pyridin-2-amine). Conditions: temperature 130 celsius, time 5 hour. Reported procedure: Copper(I) iodide (102 mg) was added to a mixture of picolinic acid (66.1 mg), 4-(2-aminopyridin-3-yl)phenol (500 mg), tripotassium phosphate (1710 mg), 4-fluoro-1-iodo-2-methylbenzene (761 mg) and DMSO (8 mL). The mixture was stirred at 130° C. under nitrogen for 5 hr. Activated carbon was added and the insoluble solid was removed by filtration through NH-silica gel/Celite pad (eluted with EtOAc). Water was added and the extracted organic layer was washed with brine. Silica-gel was added to the ... The reagents and catalysts are [Cu]I (Copper(I) iodide). Run in CS(=O)C (DMSO). The yield is 44.8%. Starting materials: Brc1ccncc1, C1CCOC1, CC1(C)OB(c2cccc3[nH]ccc23)OC1(C)C, Cl, O, [Pd]. Yields the product c1cc(-c2ccncc2)c2cc[nH]c2c1. As a reaction SMILES: [Br:20][c:21]1[cH:22][cH:23][n:24][cH:25][cH:26]1.[CH2:29]1[O:30][CH2:31][CH2:32][CH2:33]1.[CH3:1][C:2]1([CH3:3])[C:4]([CH3:5])([CH3:6])[O:7][B:8]([c:9]2[c:10]3[cH:11][cH:12][nH:13][c:14]3[cH:15][cH:16][cH:17]2)[O:18]1.[ClH:19].[OH2:28].[Pd:27]>>[c:9]1(-[c:21]2[cH:22][cH:23][n:24][cH:25][cH:26]2)[c:10]2[cH:11][cH:12][nH:13][c:14]2[cH:15][cH:16][cH:17]1. Starting materials: COC=1C=C2C(=NC=NC2=CC1OC)N1CCC(CC1)N1C(NC2=CC=C(C=C2C1=O)[N+](=O)[O-])=O (3-[1-(6,7-dimethoxy-4-quinazolinyl)-4-piperidinyl]-1,2,3,4-tetrahydro-6-nitro-2,4-dioxoquinazoline), C(CC)I (propyl iodide). Yields the product COC=1C=C2C(=NC=NC2=CC1OC)N1CCC(CC1)N1C(N(C2=CC=C(C=C2C1=O)[N+](=O)[O-])CCC)=O (3-[1-(6,7-Dimethoxy-4-quinazolinyl)-4-piperidinyl]-1,2,3,4-tetrahydro-6-nitro-2,4-dioxo-1-propyl-quinazoline). Yield: 64.0%. As a reaction SMILES: [CH3:1][O:2][C:3]1[CH:4]=[C:5]2[C:10](=[CH:11][C:12]=1[O:13][CH3:14])[N:9]=[CH:8][N:7]=[C:6]2[N:15]1[CH2:20][CH2:19][CH:18]([N:21]2[C:30](=[O:31])[C:29]3[C:24](=[CH:25][CH:26]=[C:27]([N+:32]([O-:34])=[O:33])[CH:28]=3)[NH:23][C:22]2=[O:35])[CH2:17][CH2:16]1.[CH2:36](I)[CH2:37][CH3:38]>>[CH3:1][O:2][C:3]1[CH:4]=[C:5]2[C:10](=[CH:11][C:12]=1[O:13][CH3:14])[N:9]=[CH:8][N:7]=[C:6]2[N:15]1[CH2:20][CH2:19][CH:18]([N:21]2[C:30](=[O:31])[C:29]3[C:24](=[CH:25][CH:26]=[C:27]([N+:32]([O-:34])=[O:33])[CH:28]=3)[N:23]([CH2:36][CH2:37][CH3:38])[C:22]2=[O:35])[CH2:17][CH2:16]1. Reported procedure: The procedure similar to that described in Example 1 was repeated, except that 300 mg (0.63 mmol) of Compound 24 was used and propyl iodide was used in place of methyl iodide. As a result, 209.9 mg (yield: 64%) of Compound 3 was obtained as pale yellow crystals. Starting materials: C(C(C)(C)C)(=O)O.C=S1C(C(N2C(C(C12)=O)=O)C(=O)O)(C)C (methylene-6,7-dioxo-3,3-dimethyl-4-thia-1-azabicyclo[3.2.0]heptane-2-carboxylate pivalate), C1(=CC=CC=C1)P(CC(=O)CCl)(C1=CC=CC=C1)C1=CC=CC=C1 (triphenylchloroacetonylphosphorane). Run in C1=CC=CC=C1 (benzene). Reaction conditions: time 10 minute. Yields the product C(C(C)(C)C)(=O)O.C=S1C([C@@H](N2C(C([C@@H]12)=CC(=O)CCl)=O)C(=O)O)(C)C (methylene-(2S,5R)-6-(3-chloroacetonylidene)-3,3-dimethyl-7-oxo-4-thia-1-azabicyclo[3.2.0]heptane-2-carboxylate pivalate). Reaction SMILES: [C:1]([OH:7])(=[O:6])[C:2]([CH3:5])([CH3:4])[CH3:3].[CH2:8]=[S:9]1[CH:15]2[N:12]([C:13](=[O:17])[C:14]2=O)[CH:11]([C:18]([OH:20])=[O:19])[C:10]1([CH3:22])[CH3:21].C1(P(C2C=CC=CC=2)(C2C=CC=CC=2)[CH2:30][C:31]([CH2:33][Cl:34])=[O:32])C=CC=CC=1>C1C=CC=CC=1>[C:1]([OH:7])(=[O:6])[C:2]([CH3:5])([CH3:4])[CH3:3].[CH2:8]=[S:9]1[C@H:15]2[N:12]([C:13](=[O:17])[C:14]2=[CH:30][C:31]([CH2:33][Cl:34])=[O:32])[C@@H:11]([C:18]([OH:20])=[O:19])[C:10]1([CH3:22])[CH3:21] |f:0.1,4.5|. Procedure: A solution of 6.6 g of methylene-6,7-dioxo-3,3-dimethyl-4-thia-1-azabicyclo[3.2.0]heptane-2-carboxylate pivalate in 150 ml of benzene is treated at room temperature with 9 g of triphenylchloroacetonylphosphorane. After 10 minutes, the reaction mixture is evaporated. The residue is chromatographed on silica gel while eluting with cyclohexane/ethyl acetate (7:3). There is obtained methylene-(2S,5R)-6-(3-chloroacetonylidene)-3,3-dimethyl-7-oxo-4-thia-1-azabicyclo[3.2.0]heptane-2-carboxylate pivalat... Reactants: O=C([O-])[O-], CCc1nc2ccccc2[nH]1, Cn1c(CCN2CCN(S(C)(=O)=O)C(C)(C)C2)nc2c(N3CCOCC3)nc(Cl)nc21, [Cs+], [Cs+], C1COCCO1, O=C(C=Cc1ccccc1)C=Cc1ccccc1, O=C(C=Cc1ccccc1)C=Cc1ccccc1, O=C(C=Cc1ccccc1)C=Cc1ccccc1, [Pd], [Pd]. Product: CCc1nc2ccccc2n1-c1nc(N2CCOCC2)c2nc(CCN3CCN(S(C)(=O)=O)C(C)(C)C3)n(C)c2n1. Reaction SMILES: [C:43](=[O:44])([O-:45])[O-:46].[CH2:32]([CH3:33])[c:34]1[nH:35][c:36]2[c:37]([n:38]1)[cH:39][cH:40][cH:41][cH:42]2.[Cl:1][c:2]1[n:3][c:4]([N:26]2[CH2:27][CH2:28][O:29][CH2:30][CH2:31]2)[c:5]2[n:6][c:7]([CH2:12][CH2:13][N:14]3[CH2:15][C:16]([CH3:24])([CH3:25])[N:17]([S:20](=[O:21])(=[O:22])[CH3:23])[CH2:18][CH2:19]3)[n:8]([CH3:11])[c:9]2[n:10]1.[Cs+:47].[Cs+:48].[O:49]1[CH2:50][CH2:51][O:52][CH2:53][CH2:54]1.[O:57]=[C:58]([CH:59]=[CH:60][c:61]1[cH:62][cH:63][cH:64][cH:65][cH:66]1)[CH:67]=[CH:68][c:69]1[cH:70][cH:71][cH:72][cH:73][cH:74]1.[O:75]=[C:76]([CH:77]=[CH:78][c:79]1[cH:80][cH:81][cH:82][cH:83][cH:84]1)[CH:85]=[CH:86][c:87]1[cH:88][cH:89][cH:90][cH:91][cH:92]1.[O:93]=[C:94]([CH:95]=[CH:96][c:97]1[cH:98][cH:99][cH:100][cH:101][cH:102]1)[CH:103]=[CH:104][c:105]1[cH:106][cH:107][cH:108][cH:109][cH:110]1.[Pd:55].[Pd:56]>>[c:2]1(-[n:35]2[c:34]([CH2:32][CH3:33])[n:38][c:37]3[c:36]2[cH:42][cH:41][cH:40][cH:39]3)[n:3][c:4]([N:26]2[CH2:27][CH2:28][O:29][CH2:30][CH2:31]2)[c:5]2[n:6][c:7]([CH2:12][CH2:13][N:14]3[CH2:15][C:16]([CH3:24])([CH3:25])[N:17]([S:20](=[O:21])(=[O:22])[CH3:23])[CH2:18][CH2:19]3)[n:8]([CH3:11])[c:9]2[n:10]1. Starting materials: C(C)(C)C1=CC=C(OCCC2=C3CC(NC3=CC=C2)=O)C=C1 (4-[2-(4-isopropyl-phenoxy)-ethyl]-1,3-dihydro-indol-2-one), C(=O)(O)CCC=1C(=C(NC1C)C=O)C (4-carboxyethyl-3,5-dimethyl-2-formylpyrrole), N1CCCCC1 (piperidine). The solvent is C(C)O (ethanol). Reaction conditions: temperature 90 celsius. Yields the product C(C)(C)C1=CC=C(OCCC2=C3C(C(NC3=CC=C2)=O)=CC2=C(C(=C(N2)C)CCC(=O)O)C)C=C1 (3-(5-{4-[2-(4-isopropyl-phenoxy)-ethyl]-2-oxo-1,2-dihydro-indol-3-ylidenemethyl}-2,4-dimethyl-1H-pyrrol-3-yl)-propionic acid). Isolated yield 58.2%. As a reaction SMILES: [CH:1]([C:4]1[CH:22]=[CH:21][C:7]([O:8][CH2:9][CH2:10][C:11]2[CH:19]=[CH:18][CH:17]=[C:16]3[C:12]=2[CH2:13][C:14](=[O:20])[NH:15]3)=[CH:6][CH:5]=1)([CH3:3])[CH3:2].[C:23]([CH2:26][CH2:27][C:28]1[C:29]([CH3:36])=[C:30]([CH:34]=O)[NH:31][C:32]=1[CH3:33])([OH:25])=[O:24].N1CCCCC1>C(O)C>[CH:1]([C:4]1[CH:22]=[CH:21][C:7]([O:8][CH2:9][CH2:10][C:11]2[CH:19]=[CH:18][CH:17]=[C:16]3[C:12]=2[C:13](=[CH:34][C:30]2[NH:31][C:32]([CH3:33])=[C:28]([CH2:27][CH2:26][C:23]([OH:25])=[O:24])[C:29]=2[CH3:36])[C:14](=[O:20])[NH:15]3)=[CH:6][CH:5]=1)([CH3:3])[CH3:2]. Procedure: A mixture of 4-[2-(4-isopropyl-phenoxy)-ethyl]-1,3-dihydro-indol-2-one (118 mg, 0.4 mmol), 4-carboxyethyl-3,5-dimethyl-2-formylpyrrole (78 mg, 0.4 mmol) and piperidine (0.3 mL) in 1.0 mL of ethanol was heated in a sealed tube at 90° C. for 18 hours and cooled to room temperature. The reaction mixture was concentrated and the residue was dissolved in methylene chloride followed by the addition of diethyl ether. The precipitate was filtered and washed with ethyl acetate to give 110 mg (58%) of 3-(...